From a dataset of the Open Reaction Database (ORD), a public repository of structured organic reaction records. describe an organic reaction: reactants, conditions, products, and yield The reactants are CCCCP(CCCC)CCCC, Cc1ccccc1, CSc1nc(CO)c(-c2ccc(F)cc2)o1, O=C(N=NC(=O)N1CCCCC1)N1CCCCC1, OCC(F)(F)F. Product: CSc1nc(COCC(F)(F)F)c(-c2ccc(F)cc2)o1. RXN SMILES: [CH2:41]([P:42]([CH2:43][CH2:44][CH2:45][CH3:46])[CH2:47][CH2:48][CH2:49][CH3:50])[CH2:51][CH2:52][CH3:53].[CH3:54][c:55]1[cH:56][cH:57][cH:58][cH:59][cH:60]1.[F:1][c:2]1[cH:3][cH:4][c:5](-[c:8]2[c:9]([CH2:15][OH:16])[n:10][c:11]([S:13][CH3:14])[o:12]2)[cH:6][cH:7]1.[N:23]([C:24]([N:25]1[CH2:26][CH2:27][CH2:28][CH2:29][CH2:30]1)=[O:31])=[N:32][C:33]([N:34]1[CH2:35][CH2:36][CH2:37][CH2:38][CH2:39]1)=[O:40].[OH:17][CH2:18][C:19]([F:20])([F:21])[F:22]>>[F:1][c:2]1[cH:3][cH:4][c:5](-[c:8]2[c:9]([CH2:15][O:16][CH2:18][C:19]([F:20])([F:21])[F:22])[n:10][c:11]([S:13][CH3:14])[o:12]2)[cH:6][cH:7]1.